Task: describe an organic reaction: reactants, conditions, products, and yield. Dataset: the Open Reaction Database (ORD), a public repository of structured organic reaction records The reactants are ClC=1C=C2C=C(NC2=C(C1)NC1CCCC1)C=1SC[C@H](N1)CC(=O)O ([(R)-2-(5-chloro-7-cyclopentylamino-1H-indol-2-yl)-4,5-dihydro-thiazol-4-yl]acetic acid), CN (methylamine). Yields the product ClC=1C=C2C=C(NC2=C(C1)NC1CCCC1)C=1SC[C@H](N1)CC(=O)NC (2-[(R)-2-(5-chloro-7-cyclopentylamino-1H-indol-2-yl)-4,5-dihydro-thiazol-4-yl]-N-methyl-acetamide). Isolated yield 87.0%. RXN SMILES: [Cl:1][C:2]1[CH:3]=[C:4]2[C:8](=[C:9]([NH:11][CH:12]3[CH2:16][CH2:15][CH2:14][CH2:13]3)[CH:10]=1)[NH:7][C:6]([C:17]1[S:18][CH2:19][C@@H:20]([CH2:22][C:23]([OH:25])=O)[N:21]=1)=[CH:5]2.[CH3:26][NH2:27]>>[Cl:1][C:2]1[CH:3]=[C:4]2[C:8](=[C:9]([NH:11][CH:12]3[CH2:16][CH2:15][CH2:14][CH2:13]3)[CH:10]=1)[NH:7][C:6]([C:17]1[S:18][CH2:19][C@@H:20]([CH2:22][C:23]([NH:27][CH3:26])=[O:25])[N:21]=1)=[CH:5]2. Procedure details: The compound (50 mg, 0.13 mmol) prepared in Example 27 and methylamine instead of morpholine were reacted according to the same procedure as Example 73 to give the title compound (45 mg, Yield 87%). The reactants are CCO, ClCCl, CCCCCCOC(=O)NC(=N)c1ccc(NCc2nc3cc(C(=O)N(CCCOCc4ccccc4)c4ccccc4)ccc3n2C)cc1. Product: CCCCCCOC(=O)NC(=N)c1ccc(NCc2nc3cc(C(=O)N(CCCO)c4ccccc4)ccc3n2C)cc1. Reaction SMILES: [CH2:51]([OH:52])[CH3:53].[Cl:54][CH2:55][Cl:56].[c:1]1([N:7]([C:8](=[O:9])[c:10]2[cH:11][c:12]3[c:13]([n:14]([CH3:37])[c:15]([CH2:17][NH:18][c:19]4[cH:20][cH:21][c:22]([C:25]([NH:26][C:27](=[O:28])[O:29][CH2:30][CH2:31][CH2:32][CH2:33][CH2:34][CH3:35])=[NH:36])[cH:23][cH:24]4)[n:16]3)[cH:38][cH:39]2)[CH2:40][CH2:41][CH2:42][O:43][CH2:44][c:45]2[cH:46][cH:47][cH:48][cH:49][cH:50]2)[cH:2][cH:3][cH:4][cH:5][cH:6]1>>[c:1]1([N:7]([C:8](=[O:9])[c:10]2[cH:11][c:12]3[c:13]([n:14]([CH3:37])[c:15]([CH2:17][NH:18][c:19]4[cH:20][cH:21][c:22]([C:25]([NH:26][C:27](=[O:28])[O:29][CH2:30][CH2:31][CH2:32][CH2:33][CH2:34][CH3:35])=[NH:36])[cH:23][cH:24]4)[n:16]3)[cH:38][cH:39]2)[CH2:40][CH2:41][CH2:42][OH:43])[cH:2][cH:3][cH:4][cH:5][cH:6]1. The reactants are Cc1ccccc1, CCOC(C)=O, OC(c1ccc(Cl)cc1)c1ccc(Cl)cc1, O=C(O)CS. The product is O=C(O)CSC(c1ccc(Cl)cc1)c1ccc(Cl)cc1. RXN SMILES: [CH3:22][c:23]1[cH:24][cH:25][cH:26][cH:27][cH:28]1.[CH3:29][CH2:30][O:31][C:32](=[O:33])[CH3:34].[Cl:1][c:2]1[cH:3][cH:4][c:5]([CH:6]([c:7]2[cH:8][cH:9][c:10]([Cl:13])[cH:11][cH:12]2)[OH:14])[cH:15][cH:16]1.[SH:17][CH2:18][C:19](=[O:20])[OH:21]>>[Cl:1][c:2]1[cH:3][cH:4][c:5]([CH:6]([c:7]2[cH:8][cH:9][c:10]([Cl:13])[cH:11][cH:12]2)[S:17][CH2:18][C:19](=[O:20])[OH:21])[cH:15][cH:16]1. The reactants are ClC1=C(C=CC(=C1)Cl)C1N(C(C2=CC=CC=C2C1C(=O)O)=O)C1C(CCCC1)NS(=O)(=O)C ((3RS,4RS)-3-(2,4-dichlorophenyl)-2-{(1SR,2SR)-2-[(mesyl)amino]cyclohexyl}-1-oxo-1,2,3,4-tetrahydroisoquinoline-4-carboxylic acid), O1C(CCCC1)OC=1C=C(CON)C=CC1 (O-[3-(tetrahydro-2H-pyran-2-yl oxy)benzyl]hydroxylamine), C=1C=CC2=C(C1)N=NN2O (HOBt), CCN=C=NCCCN(C)C (WSC). Solvent: CN(C)C=O (DMF), O (water), C(C)(=O)OCC (ethyl acetate). Reaction conditions: time 3 hour. Product: ClC1=C(C=CC(=C1)Cl)C1N(C(C2=CC=CC=C2C1C(=O)NOCC1=CC(=CC=C1)O)=O)C1C(CCCC1)NS(=O)(=O)C ((3RS,4RS)-3-(2,4-dichlorophenyl)-N-[(3-hydroxybenzyl)oxy]-2-{(1SR,2SR)-2-[(mesyl)amino]cyclohexyl}-1-oxo-1,2,3,4-tetrahydroisoquinoline-4-carboxamide). The yield is 55.6%. As a reaction SMILES: [Cl:1][C:2]1[CH:7]=[C:6]([Cl:8])[CH:5]=[CH:4][C:3]=1[CH:9]1[CH:18]([C:19](O)=[O:20])[C:17]2[C:12](=[CH:13][CH:14]=[CH:15][CH:16]=2)[C:11](=[O:22])[N:10]1[CH:23]1[CH2:28][CH2:27][CH2:26][CH2:25][CH:24]1[NH:29][S:30]([CH3:33])(=[O:32])=[O:31].O1CCCCC1[O:40][C:41]1[CH:42]=[C:43]([CH:47]=[CH:48][CH:49]=1)[CH2:44][O:45][NH2:46].C1C=CC2N(O)N=NC=2C=1.CCN=C=NCCCN(C)C>O.C(OCC)(=O)C.CN(C=O)C>[Cl:1][C:2]1[CH:7]=[C:6]([Cl:8])[CH:5]=[CH:4][C:3]=1[CH:9]1[CH:18]([C:19]([NH:46][O:45][CH2:44][C:43]2[CH:47]=[CH:48][CH:49]=[C:41]([OH:40])[CH:42]=2)=[O:20])[C:17]2[C:12](=[CH:13][CH:14]=[CH:15][CH:16]=2)[C:11](=[O:22])[N:10]1[CH:23]1[CH2:28][CH2:27][CH2:26][CH2:25][CH:24]1[NH:29][S:30]([CH3:33])(=[O:31])=[O:32]. Reported procedure: To 400 mg of (3RS,4RS)-3-(2,4-dichlorophenyl)-2-{(1SR,2SR)-2-[(mesyl)amino]cyclohexyl}-1-oxo-1,2,3,4-tetrahydroisoquinoline-4-carboxylic acid were added 8 ml of DMF, 243 mg of O-[3-(tetrahydro-2H-pyran-2-yl oxy)benzyl]hydroxylamine, 159 mg of HOBt, and 243 mg of WSC, followed by stirring at room temperature for 3 hours. The reaction solution was added with ethyl acetate and water to carry out a liquid separation operation, and the organic layer was washed with a saturated aqueous sodium hydrogen... The reactants are [BH3-]C#N, CC1(C)CN(Cc2ccccc2)CCC1=O, CO, CC(=O)[O-], [NH4+], [Na+]. The product is CC1(C)CN(Cc2ccccc2)CCC1N. As a reaction SMILES: [C:22](#[N:23])[BH3-:24].[CH2:6]([c:7]1[cH:8][cH:9][cH:10][cH:11][cH:12]1)[N:13]1[CH2:14][C:15]([CH3:20])([CH3:21])[C:16](=[O:19])[CH2:17][CH2:18]1.[CH3:26][OH:27].[CH3:2][C:3](=[O:4])[O-:5].[NH4+:1].[Na+:25]>>[CH2:6]([c:7]1[cH:8][cH:9][cH:10][cH:11][cH:12]1)[N:13]1[CH2:14][C:15]([CH3:20])([CH3:21])[CH:16]([NH2:23])[CH2:17][CH2:18]1. Starting materials: CC=1C=C(C=O)C=CC1OC (3-methyl-4-methoxybenzaldehyde), COC(C=P(C1=CC=CC=C1)(C1=CC=CC=C1)C1=CC=CC=C1)=O (methyl(triphenylphosphoranylidene)acetate). Yields the product CC=1C=C(C=CC(=O)OC)C=CC1OC (Methyl 3-methyl-4-methoxycinnamate). Reaction SMILES: [CH3:1][C:2]1[CH:3]=[C:4]([CH:7]=[CH:8][C:9]=1[O:10][CH3:11])[CH:5]=O.[CH3:12][O:13][C:14](=[O:35])[CH:15]=P(C1C=CC=CC=1)(C1C=CC=CC=1)C1C=CC=CC=1>>[CH3:1][C:2]1[CH:3]=[C:4]([CH:7]=[CH:8][C:9]=1[O:10][CH3:11])[CH:5]=[CH:15][C:14]([O:13][CH3:12])=[O:35]. Procedure details: Treatment of 3-methyl-4-methoxybenzaldehyde with methyl(triphenylphosphoranylidene)acetate in a procedure analogous to that described in Example 20, step a. provided methyl 3-methyl-4-methoxycinnamate which was recrystallized from hexane to give white crystals, mp 70°-73° C. Starting materials: OCc1ccnc(OCc2ccccc2)c1, ClC(Cl)Cl. Product: O=Cc1ccnc(OCc2ccccc2)c1. Reaction SMILES: [CH2:1]([c:2]1[cH:3][cH:4][cH:5][cH:6][cH:7]1)[O:8][c:9]1[n:10][cH:11][cH:12][c:13]([CH2:15][OH:16])[cH:14]1.[CH:17]([Cl:18])([Cl:19])[Cl:20]>>[CH2:1]([c:2]1[cH:3][cH:4][cH:5][cH:6][cH:7]1)[O:8][c:9]1[n:10][cH:11][cH:12][c:13]([CH:15]=[O:16])[cH:14]1.